describe an organic reaction: reactants, conditions, products, and yield From a dataset of the Open Reaction Database (ORD), a public repository of structured organic reaction records. Starting materials: S1C(=CC=C1)CC(=O)N (2-thiopheneacetamide), ClCC(=O)CCl (1,3-dichloroacetone). Product: ClCC=1N=C(OC1)CC=1SC=CC1 (4-chloromethyl-2-(2-thienylmethyl)oxazole). The yield is 27.0%. RXN SMILES: [S:1]1[CH:5]=[CH:4][CH:3]=[C:2]1[CH2:6][C:7]([NH2:9])=[O:8].[Cl:10][CH2:11][C:12]([CH2:14]Cl)=O>>[Cl:10][CH2:11][C:12]1[N:9]=[C:7]([CH2:6][C:2]2[S:1][CH:5]=[CH:4][CH:3]=2)[O:8][CH:14]=1. Procedure: In substantially the same manner as in Reference Example 47, 2-thiopheneacetamide was reacted with 1,3-dichloroacetone to give 4-chloromethyl-2-(2-thienylmethyl)oxazole. The yield was 27%. Oily substance. Procedure details: The procedure of Example 1-(4) was followed by using 1.40 gm of the compound prepared in (3) above instead of 2,8-diacetylamino-1-tetralone. The reaction product was post-treated to obtain 0.79 gm of the title compound. NMR(CDCl3)δ: 2.01(s, 3H), 2.08(s, 3H), 3.0-4.5(m, 3H), 5.89(d, 1H, J=8 Hz), 6.95(d, 1H, J=8 Hz) 5.7-6.8(br.s, 2H); MASS m/z: 233(M+) The product is C(C)(=O)NC1CNC2=C(C=CC(=C2C1=O)N)C (3-Acetylamino-5-amino-8-methyl-2,3-dihydroquinoline-4-one). The reactants are compound, C(C)(=O)N1CC(C(C2=C(C=CC(=C12)C)NC(C)=O)=O)NC(C)=O (1-Acetyl-3,5-diacetylamino-8-methyl-2,3-dihydro-quinoline-4-one), C(C)(=O)NC1C(C2=C(C=CC=C2CC1)NC(C)=O)=O (2,8-diacetylamino-1-tetralone). As a reaction SMILES: C([N:4]1[C:13]2[C:8](=[C:9]([NH:15]C(=O)C)[CH:10]=[CH:11][C:12]=2[CH3:14])[C:7](=[O:19])[CH:6]([NH:20][C:21](=[O:23])[CH3:22])[CH2:5]1)(=O)C.C(NC1CCC2C(=C(NC(=O)C)C=CC=2)C1=O)(=O)C>>[C:21]([NH:20][CH:6]1[C:7](=[O:19])[C:8]2[C:13](=[C:12]([CH3:14])[CH:11]=[CH:10][C:9]=2[NH2:15])[NH:4][CH2:5]1)(=[O:23])[CH3:22]. Starting materials: C(C)(=O)Cl (acetyl chloride), N1CC(C1)CCCCNC(=O)N1CC=2C=NC=CC2C1 (N-(4-(azetidin-3-yl)butyl)-1H-pyrrolo[3,4-c]pyridine-2(3H)-carboxamide), NC=1C=C2CN(CC2=CC1)C(=O)NC1=CC=C(C=C1)C(NCCC)=O (5-amino-N-(4-(propylcarbamoyl)phenyl)isoindoline-2-carboxamide). The product is C(C1=CC=CC=C1)(=O)N1CC(C1)CCCCNC(=O)N1CC=2C=NC=CC2C1 (N-[4-(1-benzoylazetidin-3-yl)butyl]-1,3-dihydro-2H-pyrrolo[3,4-c]pyridine-2-carboxamide). Reaction SMILES: C(Cl)(=O)C.[NH:5]1[CH2:8][CH:7]([CH2:9][CH2:10][CH2:11][CH2:12][NH:13][C:14]([N:16]2[CH2:24][C:23]3[CH:22]=[CH:21][N:20]=[CH:19][C:18]=3[CH2:17]2)=[O:15])[CH2:6]1.NC1C=C2C(=CC=1)CN(C(N[C:38]1[CH:43]=[CH:42][C:41]([C:44](=[O:49])NCCC)=[CH:40][CH:39]=1)=O)C2>>[C:44]([N:5]1[CH2:8][CH:7]([CH2:9][CH2:10][CH2:11][CH2:12][NH:13][C:14]([N:16]2[CH2:24][C:23]3[CH:22]=[CH:21][N:20]=[CH:19][C:18]=3[CH2:17]2)=[O:15])[CH2:6]1)(=[O:49])[C:41]1[CH:42]=[CH:43][CH:38]=[CH:39][CH:40]=1. Reported procedure: The title compound was prepared as described in Example 278, substituting benzoyl chloride for acetyl chloride and N-(4-(azetidin-3-yl)butyl)-1H-pyrrolo[3,4-c]pyridine-2(3H)-carboxamide for 5-amino-N-(4-(propylcarbamoyl)phenyl)isoindoline-2-carboxamide. 1H NMR (300 MHz, DMSO-d6) δ 8.55 (s, 1H), 8.46 (d, J=5.0 Hz, 1H), 7.67-7.55 (m, 2H), 7.55-7.34 (m, 4H), 6.37 (t, J=5.5 Hz, 1H), 4.60 (d, J=2.3 Hz, 4H), 4.35 (t, J=8.3 Hz, 1H), 4.11 (t, J=9.1 Hz, 1H), 3.96-3.83 (m, 1H), 3.65 (dd, J=9.7, 5.7 Hz, 1H... Starting materials: OCC1=CC=C2C(=CNC2=C1)CCC (6-hydroxymethyl-3-propylindole). The reagents and catalysts are [O-2].[O-2].[Mn+4] (Manganese dioxide). Solvent: C(Cl)Cl (methylene chloride). Conditions: time 60 minute. Product: C(=O)C1=CC=C2C(=CNC2=C1)CCC (6-formyl-3-propylindole). Yield: 94.6%. RXN SMILES: [OH:1][CH2:2][C:3]1[CH:11]=[C:10]2[C:6]([C:7]([CH2:12][CH2:13][CH3:14])=[CH:8][NH:9]2)=[CH:5][CH:4]=1>C(Cl)Cl.[O-2].[O-2].[Mn+4]>[CH:2]([C:3]1[CH:11]=[C:10]2[C:6]([C:7]([CH2:12][CH2:13][CH3:14])=[CH:8][NH:9]2)=[CH:5][CH:4]=1)=[O:1] |f:2.3.4|. Procedure: Manganese dioxide (5.05 g) was added in one portion to a sirred solution of 6-hydroxymethyl-3-propylindole (1.1 g) in methylene chloride (50 ml) under an atmosphere of nitrogen. The mixture was vigorously stirred for 60 min, filtered through a pad of diatomaceous earth, washing the pad several times with methylene chloride (5×30 ml). The filtrate was evaporated to give 6-formyl-3-propylindole (1.03 g, 95%) as a pale yellow oil; partial NMR (250 MHz, DMSO-d6): 0.93 (t, 3H, CH2CH3), 1.65(m, 2H, CH... The reactants are C1(=CC=C(C=C1)S(=O)(=O)N1CC=2CCNCC2C1)C (N8 -(p-toluenesulfonyl)-3,8-diazabicyclo[4.3.0]non-1(6)-ene), [OH-].[Na+] (sodium hydroxide), C(C1=CC=CC=C1)Br (benzyl bromide). The solvent is CO (methanol). Conditions: time 5 hour. Product: C(C1=CC=CC=C1)C1C=2CN(CC2CCN1)S(=O)(=O)C1=CC=C(C=C1)C ((benzyl)-N8 -(p-toluenesulfonyl)-3,8-diazabicyclo [4.3.0]non-1(6)-ene). Isolated yield 85.0%. Reaction SMILES: [C:1]1([CH3:19])[CH:6]=[CH:5][C:4]([S:7]([N:10]2[CH2:18][C:17]3[CH2:16][NH:15][CH2:14][CH2:13][C:12]=3[CH2:11]2)(=[O:9])=[O:8])=[CH:3][CH:2]=1.[OH-].[Na+].[CH2:22](Br)[C:23]1[CH:28]=[CH:27][CH:26]=[CH:25][CH:24]=1>CO>[CH2:22]([CH:16]1[NH:15][CH2:14][CH2:13][C:12]2[CH2:11][N:10]([S:7]([C:4]3[CH:3]=[CH:2][C:1]([CH3:19])=[CH:6][CH:5]=3)(=[O:8])=[O:9])[CH2:18][C:17]1=2)[C:23]1[CH:28]=[CH:27][CH:26]=[CH:25][CH:24]=1 |f:1.2|. Procedure details: 1.8 g of N8 -(p-toluenesulfonyl)-3,8-diazabicyclo[4.3.0]non-1(6)-ene, prepared in preparation 8, was dissolved in 30 ml of methanol. 6 ml of 50% aqueous sodium hydroxide solution and 1.5 ml of benzyl bromide were added to the solution and stirred at room temperature for 5 hours. The reaction mixture was concentrated under reduced pressure to remove methanol and then extracted with methylene chloride (30 ml×3). It was dried (Na2SO4) and concentrated and then dried under reduced pressure. 2 g of t... The reactants are CN(C)CC1(CCOCC1)C1=CC=C(C=C1)O (4-(4-Dimethylaminomethyl-tetrahydro-pyran-4-yl)-phenol), ClCCN1CCCC1 (1-(2-chloro-ethyl)-pyrrolidine), CN(C)C=O (DMF), C(=O)([O-])[O-].[K+].[K+] (K2CO3). The solvent is O (water). Product: CN(CC1(CCOCC1)C1=CC=C(C=C1)OCCN1CCCC1)C (Dimethyl-{4-[4-(2-pyrrolidin-1-ylethoxy)phenyl]tetrahydro-pyran-4-ylmethyl}amine). Isolated yield 28.7%. Reaction SMILES: [CH3:1][N:2]([CH2:4][C:5]1([C:11]2[CH:16]=[CH:15][C:14]([OH:17])=[CH:13][CH:12]=2)[CH2:10][CH2:9][O:8][CH2:7][CH2:6]1)[CH3:3].Cl[CH2:19][CH2:20][N:21]1[CH2:25][CH2:24][CH2:23][CH2:22]1.CN(C=O)C.C([O-])([O-])=O.[K+].[K+]>O>[CH3:3][N:2]([CH3:1])[CH2:4][C:5]1([C:11]2[CH:16]=[CH:15][C:14]([O:17][CH2:19][CH2:20][N:21]3[CH2:25][CH2:24][CH2:23][CH2:22]3)=[CH:13][CH:12]=2)[CH2:6][CH2:7][O:8][CH2:9][CH2:10]1 |f:3.4.5|. Procedure details: 4-(4-Dimethylaminomethyl-tetrahydro-pyran-4-yl)-phenol (389 mg, 1.65 mmol), 1-(2-chloro-ethyl)-pyrrolidine (210 mg, 1.57 mmol), DMF (4.5 ml) and K2CO3 (885 g, 6.40 mmol) was heated to 130° C. for 30 minutes. The mixture was cooled to ambient temperature; water (9 ml) was added and the mixture was extracted with EtOAc (3×4.5 ml). The organic phase was washed with brine (10 ml), NaOH solution (2M, 10 ml) and water (10 ml). The organic layer was dried over MgSO4, filtered and concentrated in vacuo ... Yields the product BrC1=CC=CC(=N1)C=1C=C(C(=O)OCC)C=CC1 (ethyl 3-(6-bromo-pyridin-2-yl)-benzoate). Procedure: Part A. A solution of 2,6-dibromopyridine (6.16 g, 26 mmol) and 3-carboethoxybenzeneboronic acid (0.5 g, 2.6 mmol) in acetonitrile (20 mL) is treated with a solution of sodium carbonate (0.88 g) in water (5 mL). The mixture is degassed twice, and a catalytic amount of tetrakis(triphenylphosphine)palladium is added. The reaction mixture is heated to 80° C. and stirred for 12 h., then cooled, filtered and evaporated. The residue is partitioned between water and ethyl acetate, and the organic phase... The yield is 19.3%. Conditions: temperature 80 celsius, time 12 hour. Reaction SMILES: Br[C:2]1[CH:7]=[CH:6][CH:5]=[C:4]([Br:8])[N:3]=1.[C:9]([C:14]1[CH:15]=[C:16](B(O)O)[CH:17]=[CH:18][CH:19]=1)([O:11][CH2:12][CH3:13])=[O:10].C(=O)([O-])[O-].[Na+].[Na+]>C(#N)C.O>[Br:8][C:4]1[N:3]=[C:2]([C:18]2[CH:19]=[C:14]([CH:15]=[CH:16][CH:17]=2)[C:9]([O:11][CH2:12][CH3:13])=[O:10])[CH:7]=[CH:6][CH:5]=1 |f:2.3.4|. Starting materials: BrC1=NC(=CC=C1)Br (2,6-dibromopyridine), C(=O)(OCC)C=1C=C(C=CC1)B(O)O (3-carboethoxybenzeneboronic acid), C([O-])([O-])=O.[Na+].[Na+] (sodium carbonate). Run in C(C)#N (acetonitrile), O (water). Reactants: Cl.Cl.N1(CCCCC1)CCCOC1=CC=C2CCNCC2=C1 (7-(3piperidin-1-yl-propoxy)-1,2,3,4-tetrahydro-isoquinoline dihydrochloride), CC(=O)C (acetone). The product is C(C)(C)N1CC2=CC(=CC=C2CC1)OCCCN1CCCCC1 (2-Isopropyl-7-(3-piperidin-1-yl-propoxy)-1,2,3,4-tetrahydro-isoquinoline). Reaction SMILES: Cl.Cl.[N:3]1([CH2:9][CH2:10][CH2:11][O:12][C:13]2[CH:22]=[C:21]3[C:16]([CH2:17][CH2:18][NH:19][CH2:20]3)=[CH:15][CH:14]=2)[CH2:8][CH2:7][CH2:6][CH2:5][CH2:4]1.[CH3:23][C:24]([CH3:26])=O>>[CH:24]([N:19]1[CH2:18][CH2:17][C:16]2[C:21](=[CH:22][C:13]([O:12][CH2:11][CH2:10][CH2:9][N:3]3[CH2:8][CH2:7][CH2:6][CH2:5][CH2:4]3)=[CH:14][CH:15]=2)[CH2:20]1)([CH3:26])[CH3:23] |f:0.1.2|. Procedure details: 2-Isopropyl-7-(3-piperidin-1-yl-propoxy)-1,2,3,4-tetrahydro-isoquinoline is prepared from 7-(3piperidin-1-yl-propoxy)-1,2,3,4-tetrahydro-isoquinoline dihydrochloride (520 mg, 1.5 mmol), MP-CNBH3 (3.2 g, 7.5 mmol), and acetone (1.1 mL, 15 mmol) via a procedure substantially analogous to Procedure C except that the SCX column is not used in purification. The product (210 mg, 44% yld) is isolated as a clear oil. MS(ES+)317.2(M+H)+.